This data is from the Open Reaction Database (ORD), a public repository of structured organic reaction records. The task is: describe an organic reaction: reactants, conditions, products, and yield Reactants: C(C)(=O)SCCC1(C(N2N(CC=CC2C(=O)OC)C1=O)=O)C (methyl 2-(2-acetylthioethyl)-2,3,5,8-tetrahydro-2-methyl-1,3-dioxo-1H-pyrazolo[1,2-a]pyridazine-5-carboxylate), Cl (hydrochloric acid). Product: SCCC1(C(N2N(CC=CC2C(=O)O)C1=O)=O)C (2,3,5,8-tetrahydro-2-(2-mercaptoethyl)-2-methyl-1,3-dioxo-1H-pyrazolo[1,2-a]pyridazine-5-carboxylic acid). Yield: 38.4%. As a reaction SMILES: C([S:4][CH2:5][CH2:6][C:7]1([CH3:22])[C:19](=[O:20])[N:10]2[CH2:11][CH:12]=[CH:13][CH:14]([C:15]([O:17]C)=[O:16])[N:9]2[C:8]1=[O:21])(=O)C.Cl>>[SH:4][CH2:5][CH2:6][C:7]1([CH3:22])[C:19](=[O:20])[N:10]2[CH2:11][CH:12]=[CH:13][CH:14]([C:15]([OH:17])=[O:16])[N:9]2[C:8]1=[O:21]. Procedure: 1.1 g of methyl 2-(2-acetylthioethyl)-2,3,5,8-tetrahydro-2-methyl-1,3-dioxo-1H-pyrazolo[1,2-a]pyridazine-5-carboxylate (diastereomer A) were heated under reflux for 3 hours with 25 ml of 2 M hydrochloric acid. After evaporation, the residue was taken up in dichloromethane, the solution was dried over magnesium sulfate and then evaporated. There was obtained 0.35 g (38%) of 2,3,5,8-tetrahydro-2-(2-mercaptoethyl)-2-methyl-1,3-dioxo-1H-pyrazolo[1,2-a]pyridazine-5-carboxylic acid (diastereomer A) in...